This data is from the Open Reaction Database (ORD), a public repository of structured organic reaction records. The task is: describe an organic reaction: reactants, conditions, products, and yield Starting materials: C=1(C(=CC=CC1)NC=1C(=NC2=CC=C(C=C2N1)C(=O)OC)C1=CC=C(C=C1)F)C (methyl 3-(o-toluidino)-2-(4-fluorophenyl)quinoxaline-6-carboxylate), [H-].[Na+] (sodium hydride), CI (CH3I). Solvent: O1CCCC1 (tetrahydrofuran). Conditions: time 30 minute. The product is FC1=CC=C(C=C1)C1=NC2=CC=C(C=C2N=C1N(C1=C(C=CC=C1)C)C)C(=O)O (2-(4-fluorophenyl)-3-(methyl(o-tolyl)amino)quinoxaline-6-carboxylic acid). Isolated yield 30.0%. As a reaction SMILES: [C:1]1([CH3:29])[C:2]([NH:7][C:8]2[C:9]([C:22]3[CH:27]=[CH:26][C:25]([F:28])=[CH:24][CH:23]=3)=[N:10][C:11]3[C:16]([N:17]=2)=[CH:15][C:14]([C:18]([O:20]C)=[O:19])=[CH:13][CH:12]=3)=[CH:3][CH:4]=[CH:5][CH:6]=1.[H-].[Na+].[CH3:32]I>O1CCCC1>[F:28][C:25]1[CH:24]=[CH:23][C:22]([C:9]2[C:8]([N:7]([CH3:32])[C:2]3[CH:3]=[CH:4][CH:5]=[CH:6][C:1]=3[CH3:29])=[N:17][C:16]3[C:11](=[CH:12][CH:13]=[C:14]([C:18]([OH:20])=[O:19])[CH:15]=3)[N:10]=2)=[CH:27][CH:26]=1 |f:1.2|. Reported procedure: To a solution of methyl 3-(o-toluidino)-2-(4-fluorophenyl)quinoxaline-6-carboxylate (145 mg, 0.37 mmol) in tetrahydrofuran (30 mL) was added sodium hydride (74.9 mg, 3.12 mmol) at 0° C. with stirring for 30 min, followed by the addition of CH3I (1.5 mL) dropwise. The reaction mixture was stirred overnight at room temperature. The reaction was then quenched with water (50 mL), adjusted to pH 5 with HCl (3N), and extracted with ethyl acetate (3×80 mL). The organic layers were combined, dried over ... Reactants: CO (MeOH), CS(=O)(=O)N (methanesulfonamide), resultant suspension, Cl.CN(CCCN=C=NCC)C (N-(3-dimethylaminopropyl)-N′-ethylcarbodiimide hydrochloride), C1(CCC1)OC1=C(C(=O)NC2(CC3=CC=CC=C3C2)C(=O)O)C=CC=C1C (2-[(2-cyclobutoxy-3-methyl-benzoyl)-amino]-indan-2-carboxylic acid). The reagents and catalysts are CN(C1=CC=NC=C1)C (4-dimethylaminopyridine). Solvent: C(Cl)Cl (DCM), C(Cl)Cl (DCM). Run at time 6 day. Product: C1(CCC1)OC1=C(C(=O)NC2(CC3=CC=CC=C3C2)C(=O)NS(=O)(=O)C)C=CC=C1C (2-Cyclobutoxy-N-(2-methanesulfonylaminocarbonyl-indan-2-yl)-3-methyl-benzamide). The yield is 87.7%. RXN SMILES: [CH:1]1([O:5][C:6]2[C:26]([CH3:27])=[CH:25][CH:24]=[CH:23][C:7]=2[C:8]([NH:10][C:11]2([C:20](O)=[O:21])[CH2:19][C:18]3[C:13](=[CH:14][CH:15]=[CH:16][CH:17]=3)[CH2:12]2)=[O:9])[CH2:4][CH2:3][CH2:2]1.[CH3:28][S:29]([NH2:32])(=[O:31])=[O:30].Cl.CN(C)CCCN=C=NCC.CO>CN(C)C1C=CN=CC=1.C(Cl)Cl>[CH:1]1([O:5][C:6]2[C:26]([CH3:27])=[CH:25][CH:24]=[CH:23][C:7]=2[C:8]([NH:10][C:11]2([C:20]([NH:32][S:29]([CH3:28])(=[O:31])=[O:30])=[O:21])[CH2:19][C:18]3[C:13](=[CH:14][CH:15]=[CH:16][CH:17]=3)[CH2:12]2)=[O:9])[CH2:4][CH2:3][CH2:2]1 |f:2.3|. Procedure details: A 30 mL vial is charged with 2-[(2-cyclobutoxy-3-methyl-benzoyl)-amino]-indan-2-carboxylic acid (245 mg, 0.67 mmol) and dry DCM (5.0 mL). A stirring bar is added and stirring is initiated. The methanesulfonamide (89 mg, 0.936 mmol) is added. To the resultant suspension, (N-(3-dimethylaminopropyl)-N′-ethylcarbodiimide hydrochloride (120 mg, 0.624 mmol) and 4-dimethylaminopyridine (76 mg, 0.62 mmol) are added. After 6 days, tlc analysis (silica, 10% MeOH in DCM) indicates that the starting acid is... Reactants: ClC1=CC(=NC=C1C=O)NC(C)=O (N-(4-chloro-5-formylpyridin-2-yl)acetamide), ClC1=C(C(=C(C=C1)B1OC(C(O1)(C)C)(C)C)F)OC (2-(4-chloro-2-fluoro-3-methoxyphenyl)-4,4,5,5-tetramethyl-1,3,2-dioxaborolane), C([O-])([O-])=O.[Cs+].[Cs+] (cesium carbonate). The reagents and catalysts are C=1C=CC(=CC1)[P](C=2C=CC=CC2)(C=3C=CC=CC3)[Pd]([P](C=4C=CC=CC4)(C=5C=CC=CC5)C=6C=CC=CC6)([P](C=7C=CC=CC7)(C=8C=CC=CC8)C=9C=CC=CC9)[P](C=1C=CC=CC1)(C=1C=CC=CC1)C=1C=CC=CC1 (Pd(PPh3)4). The solvent is O1CCOCC1 (dioxane), O (water). Reaction conditions: temperature 85 celsius. Product: ClC1=C(C(=C(C=C1)C1=CC(=NC=C1C=O)NC(C)=O)F)OC (N-(4-(4-chloro-2-fluoro-3-methoxyphenyl)-5-formylpyridin-2-yl)acetamide). The yield is 33.8%. As a reaction SMILES: Cl[C:2]1[C:7]([CH:8]=[O:9])=[CH:6][N:5]=[C:4]([NH:10][C:11](=[O:13])[CH3:12])[CH:3]=1.[Cl:14][C:15]1[CH:20]=[CH:19][C:18](B2OC(C)(C)C(C)(C)O2)=[C:17]([F:30])[C:16]=1[O:31][CH3:32].C(=O)([O-])[O-].[Cs+].[Cs+]>O1CCOCC1.O.C1C=CC([P]([Pd]([P](C2C=CC=CC=2)(C2C=CC=CC=2)C2C=CC=CC=2)([P](C2C=CC=CC=2)(C2C=CC=CC=2)C2C=CC=CC=2)[P](C2C=CC=CC=2)(C2C=CC=CC=2)C2C=CC=CC=2)(C2C=CC=CC=2)C2C=CC=CC=2)=CC=1>[Cl:14][C:15]1[CH:20]=[CH:19][C:18]([C:2]2[C:7]([CH:8]=[O:9])=[CH:6][N:5]=[C:4]([NH:10][C:11](=[O:13])[CH3:12])[CH:3]=2)=[C:17]([F:30])[C:16]=1[O:31][CH3:32] |f:2.3.4,^1:49,51,70,89|. Procedure: A stirred solution of N-(4-chloro-5-formylpyridin-2-yl)acetamide (1.947 g, 8.72 mmol) (prepared as described in Example 18, Part D), 2-(4-chloro-2-fluoro-3-methoxyphenyl)-4,4,5,5-tetramethyl-1,3,2-dioxaborolane (2.5 g, 8.72 mmol), cesium carbonate (5.69 g, 17.45 mmol) and Pd(PPh3)4 (0.504 g, 0.436 mmol) in a mixture of dioxane (30 mL) and water (5 mL) was purged with nitrogen for 5 minutes then heated to 85° C. for 14 h. The reaction mixture was cooled to rt and diluted with water (10 mL). The m... Reactants: C(C)(C)(C)C1=C(OC=2N=NC(=CC2OC)Cl)C=CC=C1 (3-(2-tert-butylphenoxy)-6-chloro-4-methoxypyridazine), C[Si](C)(C)Cl (trimethylsilyl chloride), [Cl-].[NH4+] (ammonium chloride). Solvent: O1CCCC1 (tetrahydrofuran). Run at temperature -78 celsius, time 20 minute. The product is C(C)(C)(C)C1=C(OC=2N=NC(=C(C2OC)[Si](C)(C)C)Cl)C=CC=C1 (3-(2-tert-butylphenoxy)-6-chloro-4-methoxy-5-(trimethylsilyl)pyridazine). The yield is 95.9%. Reaction SMILES: [C:1]([C:5]1[CH:20]=[CH:19][CH:18]=[CH:17][C:6]=1[O:7][C:8]1[N:9]=[N:10][C:11]([Cl:16])=[CH:12][C:13]=1[O:14][CH3:15])([CH3:4])([CH3:3])[CH3:2].[CH3:21][Si:22](Cl)([CH3:24])[CH3:23].[Cl-].[NH4+]>O1CCCC1>[C:1]([C:5]1[CH:20]=[CH:19][CH:18]=[CH:17][C:6]=1[O:7][C:8]1[N:9]=[N:10][C:11]([Cl:16])=[C:12]([Si:22]([CH3:24])([CH3:23])[CH3:21])[C:13]=1[O:14][CH3:15])([CH3:4])([CH3:2])[CH3:3] |f:2.3|. Reported procedure: In dry tetrahydrofuran (15 mL) was dissolved 498 mg (1.70 mmol) of 3-(2-tert-butylphenoxy)-6-chloro-4-methoxypyridazine obtained in Example 31 (1), the solution was cooled to −78° C., 1.10 mL (1.87 mmol) of a n-butyl lithium-hexane solution (1.70M) was added to the solution and the resulting mixture was stirred for 20 minutes. To the mixture was added 0.370 mL (2.91 mmol) of trimethylsilyl chloride, and the resulting mixture was stirred at the same temperature for 10 minutes. The reaction mixtur... The reactants are FC(F)(F)c1ccc(Oc2cccc(Oc3ccc(C(F)(F)F)c(Cl)c3)c2)cc1Cl, O, O=[N+]([O-])O, O=S(=O)(O)O, c1ccccc1. Product: O=[N+]([O-])c1ccc(Oc2ccc(C(F)(F)F)c(Cl)c2)cc1Oc1ccc(C(F)(F)F)c(Cl)c1. Reaction SMILES: [Cl:1][c:2]1[c:3]([C:27]([F:28])([F:29])[F:30])[cH:4][cH:5][c:6]([O:8][c:9]2[cH:10][c:11]([O:15][c:16]3[cH:17][c:18]([Cl:26])[c:19]([C:22]([F:23])([F:24])[F:25])[cH:20][cH:21]3)[cH:12][cH:13][cH:14]2)[cH:7]1.[OH2:46].[OH:31][N+:32]([O-:33])=[O:34].[S:35](=[O:36])(=[O:37])([OH:38])[OH:39].[cH:40]1[cH:41][cH:42][cH:43][cH:44][cH:45]1>>[Cl:1][c:2]1[c:3]([C:27]([F:28])([F:29])[F:30])[cH:4][cH:5][c:6]([O:8][c:9]2[cH:10][c:11]([O:15][c:16]3[cH:17][c:18]([Cl:26])[c:19]([C:22]([F:23])([F:24])[F:25])[cH:20][cH:21]3)[c:12]([N+:32](=[O:31])[O-:33])[cH:13][cH:14]2)[cH:7]1. The reactants are CNCC1=NC=CC=C1 (N-methylpicolylamine), C(C1=CC=CC=C1)OC([C@@H](NC(=O)OC1=CC=CC=C1)C(C)C)=O (phenoxycarbonyl-L-valine benzyl ester). The solvent is O1CCOCC1 (1,4-dioxane). Product: C(C1=CC=CC=C1)OC([C@H](C(C)C)NC(=O)N(CC1=NC=CC=C1)C)=O ((S)-3-Methyl-2-[[methyl- (2-pyridinylmethyl)amino]carbonyl]aminobutyric acid benzyl ester). Yield: 90.1%. As a reaction SMILES: [CH3:1][NH:2][CH2:3][C:4]1[CH:9]=[CH:8][CH:7]=[CH:6][N:5]=1.[CH2:10]([O:17][C:18](=[O:33])[C@H:19]([CH:30]([CH3:32])[CH3:31])[NH:20][C:21]([O:23]C1C=CC=CC=1)=O)[C:11]1[CH:16]=[CH:15][CH:14]=[CH:13][CH:12]=1>O1CCOCC1>[CH2:10]([O:17][C:18](=[O:33])[C@@H:19]([NH:20][C:21]([N:2]([CH3:1])[CH2:3][C:4]1[CH:9]=[CH:8][CH:7]=[CH:6][N:5]=1)=[O:23])[CH:30]([CH3:31])[CH3:32])[C:11]1[CH:12]=[CH:13][CH:14]=[CH:15][CH:16]=1. Procedure: A solution of 80.5 g (660 mmol) N-methylpicolylamine and 196.3 g (600 mmol) of phenoxycarbonyl-L-valine benzyl ester, prepared in step 4a above, in 600 mL of 1,4-dioxane was purged with N2. The solution was then heated at reflux for four hours under a N2 atmosphere and concentrated in vacuo. The resulting residue was dissolved in ethyl ether and extracted twice with 2N HCl. The aqueous layers were combined and washed once with ethyl ether. The aqueous layer was adjusted to about pH 9 with solid ... Starting materials: O (water), ClC1=C(C=CC(=C1)OC)O (2-chloro-4-methoxyphenol), [OH-].[Na+] (NaOH), CN(C)C=O (DMF), BrCC1=CC=C(C=C1)CBr (α, α'-dibromo-p-xylene). The product is C1(=CC=C(C=C1)COC1=C(C=C(C=C1)OC)Cl)COC1=C(C=C(C=C1)OC)Cl (1,1'-[1,4-phenylene bis(methylenoxy)]-bis [2-chloro-4methoxybenzene]). Reaction SMILES: [Cl:1][C:2]1[CH:7]=[C:6]([O:8][CH3:9])[CH:5]=[CH:4][C:3]=1[OH:10].[OH-:11].[Na+].Br[CH2:14][C:15]1[CH:20]=[CH:19][C:18]([CH2:21]Br)=[CH:17][CH:16]=1.O.CN([CH:27]=[O:28])C>>[C:18]1([CH2:21][O:11][C:3]2[CH:4]=[CH:5][C:6]([O:28][CH3:27])=[CH:7][C:2]=2[Cl:1])[CH:19]=[CH:20][C:15]([CH2:14][O:10][C:3]2[CH:4]=[CH:5][C:6]([O:8][CH3:9])=[CH:7][C:2]=2[Cl:1])=[CH:16][CH:17]=1 |f:1.2|. Reported procedure: To a stirred mixture of 10.0 g of 2-chloro-4-methoxyphenol and 2.5 g of NaOH in 50 mL of DMF add 7.0 g of α, α'-dibromo-p-xylene and stir the so-formed reaction mixture at room temperature for 4 hrs. Add 300 mL of water and filter the crude precipitated solid. Purify the crude product by re-crystallization from the methylene chloride to produce 9.12 g of 1,1'-[1,4-phenylene bis(methylenoxy)]-bis [2-chloro-4methoxybenzene] as a pure compound. Starting materials: [Al+3], CC(=O)Nc1nc2n(n1)CCc1ccccc1-2, COCCOC, [H-], [H-], [H-], [H-], [Li+]. The product is CCNc1nc2n(n1)CCc1ccccc1-2. Reaction SMILES: [Al+3:19].[C:1]([CH3:2])(=[O:3])[NH:4][c:5]1[n:6][n:7]2[c:8]([n:17]1)-[c:9]1[cH:10][cH:11][cH:12][cH:13][c:14]1[CH2:15][CH2:16]2.[CH2:24]([CH2:25][O:26][CH3:27])[O:28][CH3:29].[H-:18].[H-:21].[H-:22].[H-:23].[Li+:20]>>[CH2:1]([CH3:2])[NH:4][c:5]1[n:6][n:7]2[c:8]([n:17]1)-[c:9]1[cH:10][cH:11][cH:12][cH:13][c:14]1[CH2:15][CH2:16]2. The reactants are Cc1ccc(C#Cc2cccc3c4c([nH]c23)C2CCN(CC2)C4)cn1, CO. Product: Cc1ccc(C=Cc2cccc3c4c([nH]c23)C2CCN(CC2)C4)cn1. RXN SMILES: [CH3:1][c:2]1[cH:3][cH:4][c:5]([C:8]#[C:9][c:10]2[cH:11][cH:12][cH:13][c:14]3[c:15]4[c:16]([nH:17][c:18]23)[CH:19]2[CH2:20][CH2:21][N:22]([CH2:23]4)[CH2:24][CH2:25]2)[cH:6][n:7]1.[CH3:26][OH:27]>>[CH3:1][c:2]1[cH:3][cH:4][c:5]([CH:8]=[CH:9][c:10]2[cH:11][cH:12][cH:13][c:14]3[c:15]4[c:16]([nH:17][c:18]23)[CH:19]2[CH2:20][CH2:21][N:22]([CH2:23]4)[CH2:24][CH2:25]2)[cH:6][n:7]1.